From a dataset of the Open Reaction Database (ORD), a public repository of structured organic reaction records. describe an organic reaction: reactants, conditions, products, and yield The reactants are NC=1SC2=NC(=CC=C2N1)O (2-Amino-thiazolo[5,4-b]pyridin-5-ol), [F-].[Cs+] (cesium fluoride), CN(C=O)C (Dimethylformamide), C(C)I (Ethyl iodide). The product is C(C)ONC=1SC2=NC=CC=C2N1 (ethoxy-thiazolo[5,4-b]pyridin-2-ylamine). Reaction conditions: time 8 hour. Reaction SMILES: [NH2:1][C:2]1[S:3][C:4]2[C:9]([N:10]=1)=[CH:8][CH:7]=[C:6](O)[N:5]=2.[F-].[Cs+].[CH2:14](I)[CH3:15].CN(C)C=[O:20]>O>[CH2:14]([O:20][NH:1][C:2]1[S:3][C:4]2[C:9]([N:10]=1)=[CH:8][CH:7]=[CH:6][N:5]=2)[CH3:15] |f:1.2|. The solvent is O (water). Reported procedure: To a solution of 2-Amino-thiazolo[5,4-b]pyridin-5-ol (4.7 g, 28.1 mmol) in Dimethylformamide (50 ml) was added cesium fluoride (12.8 g, 84.4 mmol) under argon atmosphere. Ethyl iodide ((2.7 ml, 33.7 mmol) was added in drop wise manner at room temperature and stirred overnight. Completion of reaction was confirmed by TLC, reaction mixture was diluted with water (100 ml) and extracted with ethyl acetate (100 ml×3),combined organic extracts were washed with water and brine (100 ml each) dried over ... Starting materials: COc1cc2c(c(C)c1C)NCC1(CCC1)C2=O, CC(C)(C)[O-], Clc1ccc(I)cc1, [Na+]. The product is COc1cc2c(c(C)c1C)N(c1ccc(Cl)cc1)CC1(CCC1)C2=O. Reaction SMILES: [CH3:1][O:2][c:3]1[cH:4][c:5]2[c:13]([c:14]([CH3:17])[c:15]1[CH3:16])[NH:12][CH2:11][C:7]1([C:6]2=[O:18])[CH2:8][CH2:9][CH2:10]1.[CH3:27][C:28]([CH3:29])([O-:30])[CH3:31].[Cl:19][c:20]1[cH:21][cH:22][c:23]([I:26])[cH:24][cH:25]1.[Na+:32]>>[CH3:1][O:2][c:3]1[cH:4][c:5]2[c:13]([c:14]([CH3:17])[c:15]1[CH3:16])[N:12]([c:23]1[cH:22][cH:21][c:20]([Cl:19])[cH:25][cH:24]1)[CH2:11][C:7]1([C:6]2=[O:18])[CH2:8][CH2:9][CH2:10]1. As a reaction SMILES: [Al+3:30].[CH3:1][C:2]([Cl:3])=[O:4].[Cl-:29].[Cl-:31].[Cl-:32].[ClH:33].[OH:5][C:6]1=[C:7]([C:25]([CH2:26][CH3:27])=[O:28])[C:8](=[O:24])[CH2:9][CH:10]([c:12]2[c:13]([CH3:23])[c:14]([CH2:20][C:21]#[N:22])[c:15]([CH3:19])[cH:16][c:17]2[CH3:18])[CH2:11]1.[S:34]=[C:35]=[S:36]>>[CH3:1][C:2](=[O:4])[c:16]1[c:15]([CH3:19])[c:14]([CH2:20][C:21]#[N:22])[c:13]([CH3:23])[c:12]([CH:10]2[CH2:9][C:8](=[O:24])[C:7]([C:25]([CH2:26][CH3:27])=[O:28])=[C:6]([OH:5])[CH2:11]2)[c:17]1[CH3:18]. Yields the product CCC(=O)C1=C(O)CC(c2c(C)c(CC#N)c(C)c(C(C)=O)c2C)CC1=O. The reactants are [Al+3], CC(=O)Cl, [Cl-], [Cl-], [Cl-], Cl, CCC(=O)C1=C(O)CC(c2c(C)cc(C)c(CC#N)c2C)CC1=O, S=C=S. Reactants: O=C([O-])O, CCCC[N+](CCCC)(CCCC)CCCC, CN(C)C=O, [Cl-], Clc1cc(Cl)cc(I)c1, C=Cc1cccc([N+](=O)[O-])c1, [Na+], CC(=O)[O-], CC(=O)[O-], [Pd+2]. Yields the product O=[N+]([O-])c1cccc(C=Cc2cc(Cl)cc(Cl)c2)c1. Reaction SMILES: [C:21](=[O:22])([OH:23])[O-:24].[CH3:27][CH2:28][CH2:29][CH2:30][N+:31]([CH2:32][CH2:33][CH2:34][CH3:35])([CH2:36][CH2:37][CH2:38][CH3:39])[CH2:40][CH2:41][CH2:42][CH3:43].[CH3:44][N:45]([CH3:46])[CH:47]=[O:48].[Cl-:26].[Cl:12][c:13]1[cH:14][c:15]([Cl:20])[cH:16][c:17]([I:19])[cH:18]1.[N+:1](=[O:2])([O-:3])[c:4]1[cH:5][c:6]([CH:7]=[CH2:8])[cH:9][cH:10][cH:11]1.[Na+:25].[O-:50][C:51]([CH3:52])=[O:53].[O-:54][C:55]([CH3:56])=[O:57].[Pd+2:49]>>[N+:1](=[O:2])([O-:3])[c:4]1[cH:5][c:6]([CH:7]=[CH:8][c:17]2[cH:16][c:15]([Cl:20])[cH:14][c:13]([Cl:12])[cH:18]2)[cH:9][cH:10][cH:11]1.